Dataset: the Open Reaction Database (ORD), a public repository of structured organic reaction records. Task: describe an organic reaction: reactants, conditions, products, and yield Reactants: CC(CC(=O)C1=CN(C2=CC=CC=C12)CCCC(=O)O)CCC=C(C)C (4-[3-(3,7-dimethyl-6-octenoyl)-1-indolyl]butyric acid). Reagents/catalysts: [C].[Pd] (palladium carbon). Solvent: CO (methanol). The product is CC(CC(=O)C1=CN(C2=CC=CC=C12)CCCC(=O)O)CCCC(C)C (4-[3-(3,7-dimethyloctanoyl)-1-indolyl]butyric acid). The yield is 52.9%. As a reaction SMILES: [CH3:1][CH:2]([CH2:21][CH2:22][CH:23]=[C:24]([CH3:26])[CH3:25])[CH2:3][C:4]([C:6]1[C:14]2[C:9](=[CH:10][CH:11]=[CH:12][CH:13]=2)[N:8]([CH2:15][CH2:16][CH2:17][C:18]([OH:20])=[O:19])[CH:7]=1)=[O:5]>CO.[C].[Pd]>[CH3:1][CH:2]([CH2:21][CH2:22][CH2:23][CH:24]([CH3:26])[CH3:25])[CH2:3][C:4]([C:6]1[C:14]2[C:9](=[CH:10][CH:11]=[CH:12][CH:13]=2)[N:8]([CH2:15][CH2:16][CH2:17][C:18]([OH:20])=[O:19])[CH:7]=1)=[O:5] |f:2.3|. Procedure details: A mixture of 4-[3-(3,7-dimethyl-6-octenoyl)-1-indolyl]butyric acid (267 mg) obtained in Ex. 30 and 10% palladium carbon (80 mg) in methanol was stirred at room temperature for 3 hours under a hydrogen atmosphere at 3 atm. The catalyst was removed and the solvent was evaporated. The residue was chromatographed on a silica gel column (3-10% methanol in chloroform as an eluent) to give 4-[3-(3,7-dimethyloctanoyl)-1-indolyl]butyric acid (142 mg) as an oil. Procedure: 182 parts of N-ethylaniline, 244 parts of phenylethyl alcohol and 20 parts of triphenyl phosphite are mixed whilst stirring and next heated to an internal temperature of 206° C, at which the elimination of water commences. The mixture is then heated to an internal temperature of 243° C in the course of 20 hours. During this time, 25 parts of water have distilled off and the condensation has ended. The excess ethylaniline and the unconverted alcohol are then distilled off. 274 parts of N-ethyl-N-... Solvent: O (water). As a reaction SMILES: [CH2:1]([NH:3][C:4]1[CH:9]=[CH:8][CH:7]=[CH:6][CH:5]=1)[CH3:2].[C:10]1([CH2:16][CH2:17]O)[CH:15]=[CH:14][CH:13]=[CH:12][CH:11]=1.P(OC1C=CC=CC=1)(OC1C=CC=CC=1)OC1C=CC=CC=1>O>[CH2:1]([N:3]([CH2:17][CH2:16][C:10]1[CH:15]=[CH:14][CH:13]=[CH:12][CH:11]=1)[C:4]1[CH:9]=[CH:8][CH:7]=[CH:6][CH:5]=1)[CH3:2]. Product: C(C)N(C1=CC=CC=C1)CCC1=CC=CC=C1 (N-ethyl-N-phenylethyl-aniline). Isolated yield 81.0%. Run at temperature 243 celsius. Reactants: C(C)NC1=CC=CC=C1 (N-ethylaniline), C1(=CC=CC=C1)CCO (phenylethyl alcohol), P(OC1=CC=CC=C1)(OC1=CC=CC=C1)OC1=CC=CC=C1 (triphenyl phosphite).